Dataset: the Open Reaction Database (ORD), a public repository of structured organic reaction records. Task: describe an organic reaction: reactants, conditions, products, and yield Reactants: C(C)OC(=O)C1=CC2=C(N(C(=N2)C=2C=C3C=CC(=NC3=CC2)C2=CC(=CC=C2C2=CC=C(C=C2)F)C(=O)N2CCCC2)C2CCCCC2)C=C1 (1-Cyclohexyl-2-{2-[4′-fluoro-4-(pyrrolidine-1-carbonyl)biphen-2-yl]quinolin-6-yl}-1H-benzimidazole-5-carboxylic acid Ethyl Ester), C(=O)(O)C1=CC=C(C=C1)B(O)O (4-carboxyphenylboronic acid). The product is C(C)OC(=O)C1=CC2=C(N(C(=N2)C=2C=C3C=CC(=NC3=CC2)C2=CC(=CC=C2C2=CC=C(C=C2)C(=O)O)C(=O)N2CCCC2)C2CCCCC2)C=C1 (2-{2-[4′-Carboxy-4-(pyrrolidine-1-carbonyl)biphen-2-yl]quinolin-6-yl}-1-cyclohexyl-1H-benzimidazole-5-carboxylic acid Ethyl Ester). RXN SMILES: [CH2:1]([O:3][C:4]([C:6]1[CH:50]=[CH:49][C:9]2[N:10]([CH:43]3[CH2:48][CH2:47][CH2:46][CH2:45][CH2:44]3)[C:11]([C:13]3[CH:14]=[C:15]4[C:20](=[CH:21][CH:22]=3)[N:19]=[C:18]([C:23]3[C:28]([C:29]5[CH:34]=[CH:33][C:32](F)=[CH:31][CH:30]=5)=[CH:27][CH:26]=[C:25]([C:36]([N:38]5[CH2:42][CH2:41][CH2:40][CH2:39]5)=[O:37])[CH:24]=3)[CH:17]=[CH:16]4)=[N:12][C:8]=2[CH:7]=1)=[O:5])[CH3:2].[C:51](C1C=CC(B(O)O)=CC=1)([OH:53])=[O:52]>>[CH2:1]([O:3][C:4]([C:6]1[CH:50]=[CH:49][C:9]2[N:10]([CH:43]3[CH2:48][CH2:47][CH2:46][CH2:45][CH2:44]3)[C:11]([C:13]3[CH:14]=[C:15]4[C:20](=[CH:21][CH:22]=3)[N:19]=[C:18]([C:23]3[C:28]([C:29]5[CH:34]=[CH:33][C:32]([C:51]([OH:53])=[O:52])=[CH:31][CH:30]=5)=[CH:27][CH:26]=[C:25]([C:36]([N:38]5[CH2:42][CH2:41][CH2:40][CH2:39]5)=[O:37])[CH:24]=3)[CH:17]=[CH:16]4)=[N:12][C:8]=2[CH:7]=1)=[O:5])[CH3:2]. Procedure details: Prepared as described for Compound 549a using 4-carboxyphenylboronic acid instead of 4-fluorophenylboronic acid. Starting materials: CN(C)C=O, O=C1CCC(=O)N1Cl, Cc1cc(OC(C(F)(F)F)C(F)(F)F)ncc1N, O. Product: Cc1cc(OC(C(F)(F)F)C(F)(F)F)nc(Cl)c1N. RXN SMILES: [CH:19]([N:20]([CH3:21])[CH3:22])=[O:23].[Cl:24][N:25]1[C:26](=[O:27])[CH2:28][CH2:29][C:30]1=[O:31].[NH2:1][c:2]1[c:3]([CH3:18])[cH:4][c:5]([O:8][CH:9]([C:10]([F:11])([F:12])[F:13])[C:14]([F:15])([F:16])[F:17])[n:6][cH:7]1.[OH2:32]>>[NH2:1][c:2]1[c:3]([CH3:18])[cH:4][c:5]([O:8][CH:9]([C:10]([F:11])([F:12])[F:13])[C:14]([F:15])([F:16])[F:17])[n:6][c:7]1[Cl:24]. Product: CC(C)CNc1cc2c(cc1Cl)NC(=O)CC(c1cccc(-n3cncn3)c1)=N2. As a reaction SMILES: [C:1]([O:2][C:3](=[O:4])[NH:7][c:8]1[c:9]([NH:20][C:21]([CH2:22][C:23](=[O:5])[c:24]2[cH:25][c:26](-[n:30]3[n:31][cH:32][n:33][cH:34]3)[cH:27][cH:28][cH:29]2)=[O:36])[cH:10][c:11]([Cl:19])[c:12]([NH:14][CH2:15][CH:16]([CH3:17])[CH3:18])[cH:13]1)([CH3:6])([CH3:35])[CH3:37].[Cl:45][CH2:46][Cl:47].[F:38][C:39]([F:40])([F:41])[C:42]([OH:43])=[O:44]>>[N:7]1=[C:23]([c:24]2[cH:25][c:26](-[n:30]3[n:31][cH:32][n:33][cH:34]3)[cH:27][cH:28][cH:29]2)[CH2:22][C:21](=[O:36])[NH:20][c:9]2[c:8]1[cH:13][c:12]([NH:14][CH2:15][CH:16]([CH3:17])[CH3:18])[c:11]([Cl:19])[cH:10]2. Starting materials: CC(C)CNc1cc(NC(=O)OC(C)(C)C)c(NC(=O)CC(=O)c2cccc(-n3cncn3)c2)cc1Cl, ClCCl, O=C(O)C(F)(F)F. Reaction conditions: time 2 hour. Reaction SMILES: [F:1][C:2]1[CH:10]=[C:9]([C:11]2[N:15]=[C:14]([C:16]3[CH:21]=[CH:20][C:19]([C:22]4[CH:27]=[CH:26][CH:25]=[CH:24][C:23]=4[CH3:28])=[C:18]([CH2:29][O:30][CH3:31])[CH:17]=3)[O:13][N:12]=2)[CH:8]=[CH:7][C:3]=1[C:4](O)=[O:5].C(Cl)(=O)C([Cl:35])=O.CN(C=O)C>C(Cl)Cl>[F:1][C:2]1[CH:10]=[C:9]([C:11]2[N:15]=[C:14]([C:16]3[CH:21]=[CH:20][C:19]([C:22]4[CH:27]=[CH:26][CH:25]=[CH:24][C:23]=4[CH3:28])=[C:18]([CH2:29][O:30][CH3:31])[CH:17]=3)[O:13][N:12]=2)[CH:8]=[CH:7][C:3]=1[C:4]([Cl:35])=[O:5]. The solvent is C(Cl)Cl (DCM). Reported procedure: To a solution of example 35 (2 170 mg; 5.2 mmol) in dry DCM (40 mL), oxalyl chloride (1 316 μl; 15.6 mmol) was added followed by dry DMF (40 μl). The reaction mixture was stirred at RT for 2 h and concentrated to afford 2-fluoro-4-{5-[2-(methoxymethyl)-2′-methylbiphenyl-4-yl]-1,2,4-oxadiazol-3-yl}benzoyl chloride as a white powder (2300 mg, 100%). In dry THF (1 mL) with a catalytic amount of DMF was swelled morpholinomethyl polystyrene high loading resin (NovaBiochem; 35.77 mg; 0.14 mmol), 3.9 m... Yields the product FC1=C(C(=O)Cl)C=CC(=C1)C1=NOC(=N1)C1=CC(=C(C=C1)C1=C(C=CC=C1)C)COC (2-fluoro-4-{5-[2-(methoxymethyl)-2′-methylbiphenyl-4-yl]-1,2,4-oxadiazol-3-yl}benzoyl chloride). Starting materials: FC1=C(C(=O)O)C=CC(=C1)C1=NOC(=N1)C1=CC(=C(C=C1)C1=C(C=CC=C1)C)COC (2-fluoro-4-{5-[2-(methoxymethyl)-2′-methylbiphenyl-4-yl]-1,2,4-oxadiazol-3-yl}benzoic acid), C(C(=O)Cl)(=O)Cl (oxalyl chloride), CN(C)C=O (DMF). Isolated yield 101.2%.